The task is: describe an organic reaction: reactants, conditions, products, and yield. This data is from the Open Reaction Database (ORD), a public repository of structured organic reaction records. Starting materials: NN=C(c1ccccc1)c1ccccc1, O=C(Cl)CCCCl, ClCCl, O, c1ccncc1. Product: O=C(CCCCl)NN=C(c1ccccc1)c1ccccc1. Reaction SMILES: [C:8]([c:9]1[cH:10][cH:11][cH:12][cH:13][cH:14]1)([c:15]1[cH:16][cH:17][cH:18][cH:19][cH:20]1)=[N:21][NH2:22].[Cl:1][CH2:2][CH2:3][CH2:4][C:5](=[O:6])[Cl:7].[Cl:30][CH2:31][Cl:32].[OH2:29].[cH:23]1[cH:24][cH:25][n:26][cH:27][cH:28]1>>[Cl:1][CH2:2][CH2:3][CH2:4][C:5](=[O:6])[NH:22][N:21]=[C:8]([c:9]1[cH:10][cH:11][cH:12][cH:13][cH:14]1)[c:15]1[cH:16][cH:17][cH:18][cH:19][cH:20]1. The reactants are CCC(C)(C)Cc1cnc(C(Cc2ccc(Br)cc2)NC(=O)OCc2ccccc2)n1C, CI, [H-], [Na+], C1CCOC1. The product is CCC(C)(C)Cc1cnc(C(Cc2ccc(Br)cc2)N(C)C(=O)OCc2ccccc2)n1C. Reaction SMILES: [Br:3][c:4]1[cH:5][cH:6][c:7]([CH2:10][CH:11]([c:12]2[n:13]([CH3:23])[c:14]([CH2:17][C:18]([CH2:19][CH3:20])([CH3:21])[CH3:22])[cH:15][n:16]2)[NH:24][C:25]([O:26][CH2:27][c:28]2[cH:29][cH:30][cH:31][cH:32][cH:33]2)=[O:34])[cH:8][cH:9]1.[CH3:35][I:36].[H-:1].[Na+:2].[O:37]1[CH2:38][CH2:39][CH2:40][CH2:41]1>>[Br:3][c:4]1[cH:5][cH:6][c:7]([CH2:10][CH:11]([c:12]2[n:13]([CH3:23])[c:14]([CH2:17][C:18]([CH2:19][CH3:20])([CH3:21])[CH3:22])[cH:15][n:16]2)[N:24]([C:25]([O:26][CH2:27][c:28]2[cH:29][cH:30][cH:31][cH:32][cH:33]2)=[O:34])[CH3:35])[cH:8][cH:9]1. Starting materials: BrC=1C=C2C3(N=C(OC3)N(C(=O)OC(C)(C)C)C(=O)OC(C)(C)C)C3(COC3)C(OC2=CC1)(C)C (di-tert-butyl (6′-bromo-2′,2′-dimethyldispiro[1,3-oxazole-4,4′-chromene-3′,3″-oxetan]-2-yl)imidodicarbonate), N1C=CC2=CC(=CC=C12)B(O)O (indole-5-boronic acid), C(=O)([O-])[O-].[K+].[K+] (K2CO3). The reagents and catalysts are C1=CC=C(C=C1)P([C-]2C=CC=C2)C3=CC=CC=C3.C1=CC=C(C=C1)P([C-]2C=CC=C2)C3=CC=CC=C3.Cl[Pd]Cl.[Fe+2] (PdCl2(dppf)). The solvent is O1CCOCC1 (dioxane). Run at temperature 100 celsius, time 12 hour. Product: N1C=CC2=CC(=CC=C12)C=1C=C2C3(N=C(OC3)N)C3(COC3)C(OC2=CC1)(C)C (6′-(1H-indol-5-yl)-2′,2′-dimethyldispiro[1,3-oxazole-4,4′-chromene-3′,3″-oxetan]-2-amine). Isolated yield 46.3%. As a reaction SMILES: Br[C:2]1[CH:3]=[C:4]2[C:31](=[CH:32][CH:33]=1)[O:30][C:29]([CH3:35])([CH3:34])[C:25]1([CH2:28][O:27][CH2:26]1)[C:5]12[CH2:9][O:8][C:7]([N:10](C(OC(C)(C)C)=O)C(OC(C)(C)C)=O)=[N:6]1.[NH:36]1[C:44]2[C:39](=[CH:40][C:41](B(O)O)=[CH:42][CH:43]=2)[CH:38]=[CH:37]1.C([O-])([O-])=O.[K+].[K+]>O1CCOCC1.C1C=CC(P(C2C=CC=CC=2)[C-]2C=CC=C2)=CC=1.C1C=CC(P(C2C=CC=CC=2)[C-]2C=CC=C2)=CC=1.Cl[Pd]Cl.[Fe+2]>[NH:36]1[C:44]2[C:39](=[CH:40][C:41]([C:2]3[CH:3]=[C:4]4[C:31](=[CH:32][CH:33]=3)[O:30][C:29]([CH3:35])([CH3:34])[C:25]3([CH2:28][O:27][CH2:26]3)[C:5]34[CH2:9][O:8][C:7]([NH2:10])=[N:6]3)=[CH:42][CH:43]=2)[CH:38]=[CH:37]1 |f:2.3.4,6.7.8.9|. Reported procedure: A mixture of di-tert-butyl (6′-bromo-2′,2′-dimethyldispiro[1,3-oxazole-4,4′-chromene-3′,3″-oxetan]-2-yl)imidodicarbonate (13.8 mg), indole-5-boronic acid (8.1 mg), PdCl2(dppf) (2.0 mg) and 1M aqueous K2CO3 (0.063 mL) in dioxane (0.25 mL) was stirred for 12 hours at 100° C. The mixture was filtered by using Chem Elut cartridges and washed with CHCl3. The filtrate was evaporated. The residue was purified with HPLC (Column: Waters SunFire™ Prep C18 OBD™ 5 micrometer, 19×100 mm; MeOH/0.1% aqueous HC... Reaction SMILES: [CH3:1][S:2]([O:3][CH2:6][CH2:7][O:8][c:9]1[c:10]([F:23])[cH:11][cH:12][c:13]([NH:15][c:16]2[n:17][cH:18][c:19]([Br:22])[cH:20][n:21]2)[cH:14]1)(=[O:4])=[O:5].[CH3:34][N:35]1[CH2:36][CH2:37][CH2:38][C:39]1=[O:40].[NH:24]1[CH2:25][CH2:26][CH:27]([C:30](=[O:31])[O:32][CH3:33])[CH2:28][CH2:29]1.[OH2:41]>>[CH2:6]([CH2:7][O:8][c:9]1[c:10]([F:23])[cH:11][cH:12][c:13]([NH:15][c:16]2[n:17][cH:18][c:19]([Br:22])[cH:20][n:21]2)[cH:14]1)[N:24]1[CH2:25][CH2:26][CH:27]([C:30](=[O:31])[O:32][CH3:33])[CH2:28][CH2:29]1. Starting materials: CS(=O)(=O)OCCOc1cc(Nc2ncc(Br)cn2)ccc1F, CN1CCCC1=O, COC(=O)C1CCNCC1, O. The product is COC(=O)C1CCN(CCOc2cc(Nc3ncc(Br)cn3)ccc2F)CC1. Reactants: FC1=C(C=CC(=C1)F)I (2,4-difluoro-1-iodo-benzene), [Cl-].[Li+].C(C)(C)[Mg]Cl (isopropylmagnesium chloride lithium chloride), C(C)OC(C(=CC1=CC=C(C=C1)Br)C#N)=O (3-(4-Bromo-phenyl)-2-cyano-acrylic acid ethyl ester), [Cl-].[NH4+] (ammonium chloride). Solvent: C1CCOC1 (THF), C1CCOC1 (THF). Reaction conditions: time 1 hour. The product is C(C)OC(C(C(C1=C(C=C(C=C1)F)F)C1=CC=C(C=C1)Br)C#N)=O (3-(4-Bromo-phenyl)-2-cyano-3-(2,4-difluoro-phenyl)-propionic acid ethyl ester). RXN SMILES: [F:1][C:2]1[CH:7]=[C:6]([F:8])[CH:5]=[CH:4][C:3]=1I.[Cl-].[Li+].C([Mg]Cl)(C)C.[CH2:17]([O:19][C:20](=[O:32])[C:21]([C:30]#[N:31])=[CH:22][C:23]1[CH:28]=[CH:27][C:26]([Br:29])=[CH:25][CH:24]=1)[CH3:18].[Cl-].[NH4+]>C1COCC1>[CH2:17]([O:19][C:20](=[O:32])[CH:21]([C:30]#[N:31])[CH:22]([C:23]1[CH:24]=[CH:25][C:26]([Br:29])=[CH:27][CH:28]=1)[C:3]1[CH:4]=[CH:5][C:6]([F:8])=[CH:7][C:2]=1[F:1])[CH3:18] |f:1.2.3,5.6|. Procedure: To a solution of 2,4-difluoro-1-iodo-benzene (12.0 g) in anhydrous THF (200 mL) was added a solution of isopropylmagnesium chloride lithium chloride complex (52.9 mL, 14% solution in THF) slowly over 10 min at room temperature. After stirring for 1 h, a solution of 3-(4-bromo-phenyl)-2-cyano-acrylic acid ethyl ester (10.0 g; example 74, step 1) in anhydrous THF (100 mL) was added and stirring continued at room temperature. After 1 h, a saturated aq. solution of ammonium chloride was added (100 m... Reactants: NC1=C(C=CC=C1)O (2-aminophenol), C(=O)O (formic acid). Product: C(=O)NC1=C(C=CC=C1)O (2-Formamidophenol), N=1OC=C2C=CC=CC12 (anthranil), NC1=C(C=O)C=CC=C1 (2-aminobenzaldehyde). Reaction SMILES: [NH2:1][C:2]1[CH:7]=[CH:6][CH:5]=[CH:4][C:3]=1[OH:8].[CH:9]([OH:11])=[O:10]>>[CH:9]([NH:1][C:2]1[CH:7]=[CH:6][CH:5]=[CH:4][C:3]=1[OH:8])=[O:10].[N:1]1[O:11][CH:9]=[C:3]2[C:2]=1[CH:7]=[CH:6][CH:5]=[CH:4]2.[NH2:1][C:2]1[CH:7]=[CH:6][CH:5]=[CH:4][C:3]=1[CH:9]=[O:10]. Procedure details: 2-Formamidophenol (m.p. 129° C.) is prepared by heating 2-aminophenol and formic acid (E. Bamberger, Chem. Ber., 1903, 36, p. 2052) and is formed together with anthranil by the oxidation of 2-aminobenzaldehyde with neutral permonosulfuric acid. 2-Acetamidophenol (m.p. 201° C.) is formed by the regulated acetylation of 2-aminophenol, by dissolving 2-acetamidophenol in caustic soda solution (Bamberger, loc. cit.) or by the reduction of 2-nitrophenol with tin and acetic acid (J. B. Tingle and L. F.... Reactants: NC1=CC=CC=C1 (Aniline), C(C)OC(C(C=O)=[N+]=[N-])=O (2-diazo-3-oxo-propionic acid ethyl ester), O (water). The solvent is CCO (EtOH). Conditions: time 8 hour. Yields the product C(C)OC(=O)C=1N=NN(C1)C1=CC=CC=C1 (1-phenyl-1H-[1,2,3]triazole-4-carboxylic acid ethyl ester). Isolated yield 86.8%. RXN SMILES: [NH2:1][C:2]1[CH:7]=[CH:6][CH:5]=[CH:4][CH:3]=1.[CH2:8]([O:10][C:11](=[O:17])[C:12](=[N+:15]=[N-:16])[CH:13]=O)[CH3:9].O>CCO>[CH2:8]([O:10][C:11]([C:12]1[N:15]=[N:16][N:1]([C:2]2[CH:7]=[CH:6][CH:5]=[CH:4][CH:3]=2)[CH:13]=1)=[O:17])[CH3:9]. Reported procedure: Aniline (143 mg, 1.5 mmol) was added to a solution of 2-diazo-3-oxo-propionic acid ethyl ester (200 mg, 1.4 mmol) and HAc (0.2 mL) in EtOH (0.5 mL) and stirring was at room temperature overnight. Reaction mixture was concentrated to get the residue. Cold water was then added, filtered the solid precipitated to afford 264 mg (87.41% Yield) of 1-phenyl-1H-[1,2,3]triazole-4-carboxylic acid ethyl ester. 1H NMR (CDCl3): δ 8.5 (s, 1H), 7.8 (d, 2H), 7.6-7.48 (m, 3H), 4.5 (q, 2H), 1.4 (t, 3H). The reactants are FC1=CC=C(C=C1)CN(CCN(CCN1C(C=2C(C1=O)=CC=CC2)=O)C(=O)OC(C)(C)C)C(=O)OC(C)(C)C (N-[7-(p-fluorophenyl)-3,6-di(tert-butoxycarbonyl)-3,6-diaza-1-heptyl]phthalimide), O.NN (hydrazine monohydrate). Solvent: CO (methanol). Product: NCCN(CCN(C(OC(C)(C)C)=O)CC1=CC=C(C=C1)F)C(=O)OC(C)(C)C (tert-Butyl N-(5-amino-3-tert-butoxycarbonyl-3-azapentyl)-N-(p-fluorobenzyl)carbamate). Yield: 42.8%. Reaction SMILES: [F:1][C:2]1[CH:7]=[CH:6][C:5]([CH2:8][N:9]([C:33]([O:35][C:36]([CH3:39])([CH3:38])[CH3:37])=[O:34])[CH2:10][CH2:11][N:12]([C:26]([O:28][C:29]([CH3:32])([CH3:31])[CH3:30])=[O:27])[CH2:13][CH2:14][N:15]2C(=O)C3=CC=CC=C3C2=O)=[CH:4][CH:3]=1.O.NN>CO>[NH2:15][CH2:14][CH2:13][N:12]([C:26]([O:28][C:29]([CH3:32])([CH3:31])[CH3:30])=[O:27])[CH2:11][CH2:10][N:9]([CH2:8][C:5]1[CH:4]=[CH:3][C:2]([F:1])=[CH:7][CH:6]=1)[C:33](=[O:34])[O:35][C:36]([CH3:39])([CH3:38])[CH3:37] |f:1.2|. Reported procedure: To a solution of N-[7-(p-fluorophenyl)-3,6-di(tert-butoxycarbonyl)-3,6-diaza-1-heptyl]phthalimide (14.5 g, 26.7 mmol) in methanol (200 ml) was added hydrazine monohydrate (1.4 ml) and heated under reflux for 5 hours. After completion of the reaction, the solvent was distilled off under reduced pressure. To the residue was added chloroform (200 ml) and washed with aqueous ammonia (150 ml×2). The organic layer was dried over anhydrous potassium carbonate and the solvent was distilled off under red... Starting materials: O=C1CCC(=O)N1Br, O=c1c2cccc(CBr)c2oc2c(CBr)cccc12, O=C(OOC(=O)c1ccccc1)c1ccccc1, Cc1cccc2c(=O)c3cccc(C)c3oc12, ClC(Cl)(Cl)Cl. Product: Cc1cccc2c(=O)c3cccc(CBr)c3oc12. As a reaction SMILES: [Br:1][N:2]1[C:3](=[O:4])[CH2:5][CH2:6][C:7]1=[O:8].[Br:44][CH2:45][c:46]1[cH:47][cH:48][cH:49][c:50]2[c:51](=[O:62])[c:52]3[cH:53][cH:54][cH:55][c:56]([CH2:60][Br:61])[c:57]3[o:58][c:59]12.[C:26]([O:27][O:28][C:29](=[O:30])[c:31]1[cH:32][cH:33][cH:34][cH:35][cH:36]1)(=[O:37])[c:38]1[cH:39][cH:40][cH:41][cH:42][cH:43]1.[CH3:9][c:10]1[c:11]2[o:12][c:13]3[c:14]([cH:15][cH:16][cH:17][c:18]3[CH3:19])[c:20](=[O:21])[c:22]2[cH:23][cH:24][cH:25]1.[Cl:63][C:64]([Cl:65])([Cl:66])[Cl:67]>>[CH3:45][c:46]1[cH:47][cH:48][cH:49][c:50]2[c:51](=[O:62])[c:52]3[cH:53][cH:54][cH:55][c:56]([CH2:60][Br:61])[c:57]3[o:58][c:59]12. Starting materials: C12(CC3(CC(CC(C1)C3)C2)O)O (1,3-adamantanediol), C12(CC3(CC(CC(C1)C3)C2)O)O (1,3-adamantanediol), ( III ), resultant mixture, O=O (oxygen). Solvent: C(C)(=O)O (acetic acid). Yields the product C12(CC3(CC(CC(C1)C3)(C2)O)O)O (1,3,5-adamantanetriol). The yield is 80.0%. As a reaction SMILES: [C:1]12([OH:12])[CH2:10][CH:5]3[CH2:6][CH:7]([CH2:9][C:3]([OH:11])([CH2:4]3)[CH2:2]1)[CH2:8]2.[O:13]=O>C(O)(=O)C>[C:5]12([OH:13])[CH2:10][C:1]3([OH:12])[CH2:8][CH:7]([CH2:9][C:3]([OH:11])([CH2:2]3)[CH2:4]1)[CH2:6]2. Reported procedure: To 25 ml of acetic acid were added 10 mmol of 1,3-adamantanediol, 1 mmol of NHPI and 0.05 mmol of acetylacetonatovanadium (III) (V(AA)3), and the resultant mixture was stirred in an oxygen atmosphere at a temperature of 75° C. for 6 hours. And, as a result, the 1,3-adamantanediol was converted into a 1,3,5-adamantanetriol (yield: 80%) with a conversion of 99%.